This data is from the Open Reaction Database (ORD), a public repository of structured organic reaction records. The task is: describe an organic reaction: reactants, conditions, products, and yield Starting materials: CC(=O)O[BH-](OC(C)=O)OC(C)=O, CC(=O)O, O=CCc1ccccc1, ClC(Cl)Cl, ClCCCl, [Na+], O=S(=O)(c1cccc2ccccc12)c1n[nH]c2ccc(OC3CCNCC3)cc12. Product: O=S(=O)(c1cccc2ccccc12)c1n[nH]c2ccc(OC3CCN(CCc4ccccc4)CC3)cc12. Reaction SMILES: [C:43]([O:44][BH-:45]([O:46][C:47](=[O:48])[CH3:49])[O:50][C:51](=[O:52])[CH3:53])(=[O:54])[CH3:55].[CH3:39][C:40](=[O:41])[OH:42].[CH:30](=[O:31])[CH2:32][c:33]1[cH:34][cH:35][cH:36][cH:37][cH:38]1.[CH:61]([Cl:62])([Cl:63])[Cl:64].[Cl:57][CH2:58][CH2:59][Cl:60].[Na+:56].[c:1]1([S:11](=[O:12])(=[O:13])[c:14]2[n:15][nH:16][c:17]3[cH:18][cH:19][c:20]([O:23][CH:24]4[CH2:25][CH2:26][NH:27][CH2:28][CH2:29]4)[cH:21][c:22]23)[cH:2][cH:3][cH:4][c:5]2[cH:6][cH:7][cH:8][cH:9][c:10]12>>[c:1]1([S:11](=[O:12])(=[O:13])[c:14]2[n:15][nH:16][c:17]3[cH:18][cH:19][c:20]([O:23][CH:24]4[CH2:25][CH2:26][N:27]([CH2:30][CH2:32][c:33]5[cH:34][cH:35][cH:36][cH:37][cH:38]5)[CH2:28][CH2:29]4)[cH:21][c:22]23)[cH:2][cH:3][cH:4][c:5]2[cH:6][cH:7][cH:8][cH:9][c:10]12. Reactants: CO, CC(=O)OC(C)(C)C(=O)Nc1cc2c(cc1F)CC(=O)N2, [Na+], [OH-]. The product is CC(C)(O)C(=O)Nc1cc2c(cc1F)CC(=O)N2. Reaction SMILES: [CH3:24][OH:25].[F:1][c:2]1[cH:3][c:4]2[c:8]([cH:9][c:10]1[NH:11][C:12](=[O:13])[C:14]([CH3:15])([CH3:16])[O:17][C:18](=[O:19])[CH3:20])[NH:7][C:6](=[O:21])[CH2:5]2.[Na+:23].[OH-:22]>>[F:1][c:2]1[cH:3][c:4]2[c:8]([cH:9][c:10]1[NH:11][C:12](=[O:13])[C:14]([CH3:15])([CH3:16])[OH:17])[NH:7][C:6](=[O:21])[CH2:5]2. The reactants are C(C)(=O)OC(C)=O (acetic anhydride), C1[C@H]([C@@H]2[C@H](O1)[C@H](CO2)O[N+](=O)[O-])O (1,4:3,6-dianhydro-D-glucitol 2-nitrate), C1[C@H]([C@@H]2[C@H](O1)[C@H](CO2)O)O (1,4:3,6-dianhydro-D-glucitol). RXN SMILES: C1O[C@@H]2[C@@H]([O:9][N+:10]([O-:12])=[O:11])CO[C@@H]2[C@@H]1O.C1O[C@@H]2[C@@H](O)CO[C@@H]2[C@@H]1O.[C:24]([O:27][C:28](=[O:30])[CH3:29])(=[O:26])[CH3:25]>>[N+:10]([O-:12])([OH:11])=[O:9].[C:24]([O:27][C:28](=[O:30])[CH3:29])(=[O:26])[CH3:25]. Procedure: The following process for preparing 1,4:3,6-dianhydro-D-glucitol 2-nitrate is described: acylating 1,4:3,6-dianhydro-D-glucitol with 0.5 to 1.5 molar equivalents of acetic anhydride in the presence of an acid catalyst, nitrating the product so obtained with a mixture of nitric acid and acetic anhydride, hydrolyzing the product so obtained in the presence of an inorganic base and isolating 1,4:3,6-dianhydro-D-glucitol 2-nitrate. The 1,4:3,6-dianhydro-D-glucitol 2-nitrate is useful as a coronary v... Yields the product [N+](=O)(O)[O-] (nitric acid), C(C)(=O)OC(C)=O (acetic anhydride). Starting materials: C=CCNC(=O)OC(C)(C)C, CN(C)C=O, B1C2CCCC1CCC2, O=C(CC1CCCCC1)Nc1c(Cl)ccc2nc(Cl)ccc12, [K+], [K+], [K+], O, O=P([O-])([O-])[O-], c1ccc(P(c2ccccc2)(c2ccccc2)[Pd](P(c2ccccc2)(c2ccccc2)c2ccccc2)(P(c2ccccc2)(c2ccccc2)c2ccccc2)P(c2ccccc2)(c2ccccc2)c2ccccc2)cc1. The product is CC(C)(C)OC(=O)NCCCc1ccc2c(NC(=O)CC3CCCCC3)c(Cl)ccc2n1. As a reaction SMILES: [CH3:1][C:2]([CH3:3])([CH3:4])[O:5][C:6]([NH:7][CH2:8][CH:9]=[CH2:10])=[O:11].[CH3:52][N:53]([CH3:54])[CH:55]=[O:56].[CH:12]12[CH2:13][CH2:14][CH2:15][CH:16]([BH:17]1)[CH2:18][CH2:19][CH2:20]2.[Cl:29][c:30]1[n:31][c:32]2[cH:33][cH:34][c:35]([Cl:50])[c:36]([NH:40][C:41]([CH2:42][CH:43]3[CH2:44][CH2:45][CH2:46][CH2:47][CH2:48]3)=[O:49])[c:37]2[cH:38][cH:39]1.[K+:26].[K+:27].[K+:28].[OH2:51].[P:21]([O-:22])([O-:23])([O-:24])=[O:25].[cH:57]1[cH:58][cH:59][c:60]([P:61]([Pd:62]([P:63]([c:64]2[cH:65][cH:66][cH:67][cH:68][cH:69]2)([c:70]2[cH:71][cH:72][cH:73][cH:74][cH:75]2)[c:76]2[cH:77][cH:78][cH:79][cH:80][cH:81]2)([P:82]([c:83]2[cH:84][cH:85][cH:86][cH:87][cH:88]2)([c:89]2[cH:90][cH:91][cH:92][cH:93][cH:94]2)[c:95]2[cH:96][cH:97][cH:98][cH:99][cH:100]2)[P:101]([c:102]2[cH:103][cH:104][cH:105][cH:106][cH:107]2)([c:108]2[cH:109][cH:110][cH:111][cH:112][cH:113]2)[c:114]2[cH:115][cH:116][cH:117][cH:118][cH:119]2)([c:120]2[cH:121][cH:122][cH:123][cH:124][cH:125]2)[c:126]2[cH:127][cH:128][cH:129][cH:130][cH:131]2)[cH:132][cH:133]1>>[CH3:1][C:2]([CH3:3])([CH3:4])[O:5][C:6]([NH:7][CH2:8][CH2:9][CH2:10][c:30]1[n:31][c:32]2[cH:33][cH:34][c:35]([Cl:50])[c:36]([NH:40][C:41]([CH2:42][CH:43]3[CH2:44][CH2:45][CH2:46][CH2:47][CH2:48]3)=[O:49])[c:37]2[cH:38][cH:39]1)=[O:11]. Reactants: C(#N)[BH3-].[Na+] (sodium cyanoborohydride), C1(CC1)N1C=C(C(C2=C(C(=C(C(=C12)F)N1CC2(CNC2)C(C1)=NOC)F)N)=O)C(=O)O (1-Cyclopropyl-5-amino-6,8-difluoro-7-[8-(methoxyimino)-2,6-diazaspiro[3,4]oct-6-yl]-4-oxo-1,4-dihydro-3-quinolinecarboxylic acid), C(C)O (ethanol), p-formaldehyde. The solvent is C(C)(=O)O (acetic acid). Run at time 30 minute. Yields the product C1(CC1)N1C=C(C(C2=C(C(=C(C(=C12)F)N1CC2(CN(C2)C)C(C1)=NOC)F)N)=O)C(=O)O (1-Cyclopropyl -5-amino-6,8-difluoro-7-[8-(methoxyimino)-2-methyl-2,6-diazaspiro[3,4]oct-6-yl]-4-oxo-1,4-dihydro-3-quinolinecarboxylic acid). The yield is 90.4%. Reaction SMILES: [CH:1]1([N:4]2[C:13]3[C:8](=[C:9]([NH2:27])[C:10]([F:26])=[C:11]([N:15]4[CH2:22][C:21](=[N:23][O:24][CH3:25])[C:17]5([CH2:20][NH:19][CH2:18]5)[CH2:16]4)[C:12]=3[F:14])[C:7](=[O:28])[C:6]([C:29]([OH:31])=[O:30])=[CH:5]2)[CH2:3][CH2:2]1.[CH2:32](O)C.C([BH3-])#N.[Na+]>C(O)(=O)C>[CH:1]1([N:4]2[C:13]3[C:8](=[C:9]([NH2:27])[C:10]([F:26])=[C:11]([N:15]4[CH2:22][C:21](=[N:23][O:24][CH3:25])[C:17]5([CH2:18][N:19]([CH3:32])[CH2:20]5)[CH2:16]4)[C:12]=3[F:14])[C:7](=[O:28])[C:6]([C:29]([OH:31])=[O:30])=[CH:5]2)[CH2:2][CH2:3]1 |f:2.3|. Procedure: 1-Cyclopropyl-5-amino-6,8-difluoro-7-[8-(methoxyimino)-2,6-diazaspiro[3,4]oct-6-yl]-4-oxo-1,4-dihydro-3-quinolinecarboxylic acid was added to 10 ml of ethanol, and thereto 0.2 ml of acetic acid was dropped and 44 mg of p-formaldehyde was added. It was stirred at room temperature for 30 minutes and thereto 91 mg of sodium cyanoborohydride was added. It was stirred at room temperature for 2 hours. The resulting precipitate was filtered to give 280 mg of the titled compound(yield 90.4%). The reactants are Cl.CN (methylamine hydrochloride), CN (methylamine), [C-]#N.[K+] (potassium cyanide), CON1CCC(CC1)=O (1-methoxy-piperidin-4-one), CN (methylamine), Cl.CN (methylamine hydrochloride), [C-]#N.[K+] (potassium cyanide). Solvent: O (water), O (water). Reaction conditions: time 2 day. The product is CON1CCC(CC1)(C#N)NC (1-methoxy-4-methylamino-piperidine-4-carbonitrile). Reaction SMILES: [CH3:1][O:2][N:3]1[CH2:8][CH2:7][C:6](=O)[CH2:5][CH2:4]1.[CH3:10][NH2:11].Cl.[CH3:13][NH2:14].[C-]#N.[K+]>O>[CH3:1][O:2][N:3]1[CH2:8][CH2:7][C:6]([NH:14][CH3:13])([C:10]#[N:11])[CH2:5][CH2:4]1 |f:2.3,4.5|. Procedure details: To a solution of 1-methoxy-piperidin-4-one [prepared according to Journal of Organic Chemistry (1961), 26, 1867-74] (100 g, 0.77 mol), aqueous methylamine (40 wt. % in H2O, 86 ml) and methylamine hydrochloride (57.5 g, 0.85 mol) in water (700 ml) at 0° C. was added a solution of potassium cyanide (55.5 g, 0.85 mol) in water (150 ml) dropwise over one hour. The reaction mixture was stirred at room temperature for two days. Over the next five days, the mixture was further treated with methylamine ...